describe an organic reaction: reactants, conditions, products, and yield From a dataset of the Open Reaction Database (ORD), a public repository of structured organic reaction records. The reactants are O=C(C(C)C#N)O[K], c1(c(cccc1Br)Cl)F. The reagents and catalysts are c1ccc(cc1)-c2c3ccccc3cc4ccccc24 (9-Phenylanthracene), c12Oc3c(P(C(C)(C)C)C(C)(C)C)cccc3C(c2cccc1P(C(C)(C)C)C(C)(C)C)(C)C (tBuXantphos/Pd(OAc)2), C(O[Pd]OC(C)=O)(C)=O (Pd(OAc)2). The solvent is CC1=CC=CC=C1 (Toluene). Reaction conditions: temperature 110 celsius, time 18 hour. Yields the product C[C@@H](C#N)c1cccc(Cl)c1F. Reaction SMILES: [F:1][c:2]1[c:8](Br)[cH:7][cH:6][cH:5][c:3]1[Cl:4].[CH3:9][CH:10](C(O[K])=O)[C:11]#[N:12]>>[CH3:9][C@H:10]([c:8]1[c:2]([F:1])[c:3]([Cl:4])[cH:5][cH:6][cH:7]1)[C:11]#[N:12]. The reactants are CC1(N2C([C@H]([C@H]2CCO1)C(C)(C)O)=O)C ((6R, 7R)-2,2-dimethyl-7-(1-hydroxy-1-methylethyl)-1-aza-3-oxabicyclo[4.2.0]octan-8-one), C(CCC)[Li] (n-butyl lithium), resultant solution, COS(=O)(=O)OC (dimethylsulfate), CN(P(N(C)C)(N(C)C)=O)C (hexamethylphosphoric triamide), resultant mixture. Run in O1CCCC1 (tetrahydrofuran), C(C)(=O)O (acetic acid), O1CCCC1 (tetrahydrofuran). Reaction conditions: time 8 hour. The product is CC1(N2C([C@H]([C@H]2CCO1)C(C)(C)OC)=O)C ((6R, 7R)-2,2-dimethyl-7-(1-methoxy-1-methylethyl)-1-aza-3-oxabicyclo[4.2.0]octan-8-one). Reaction SMILES: [CH3:1][C:2]1([CH3:15])[O:9][CH2:8][CH2:7][C@H:6]2[N:3]1[C:4](=[O:14])[C@H:5]2[C:10]([OH:13])([CH3:12])[CH3:11].[CH2:16]([Li])CCC.CN(C)P(=O)(N(C)C)N(C)C.COS(OC)(=O)=O>O1CCCC1.C(O)(=O)C>[CH3:1][C:2]1([CH3:15])[O:9][CH2:8][CH2:7][C@H:6]2[N:3]1[C:4](=[O:14])[C@H:5]2[C:10]([O:13][CH3:16])([CH3:11])[CH3:12]. Reported procedure: To a solution of (6R, 7R)-2,2-dimethyl-7-(1-hydroxy-1-methylethyl)-1-aza-3-oxabicyclo[4.2.0]octan-8-one (43.0 mg) in tetrahydrofuran (1.29 ml) was added dropwise a solution of n-butyl lithium (0.128 ml of 1.74M solution in hexane) at -78° C. After stirring for 10 minutes at the same temperature, hexamethylphosphoric triamide (38.6 μl) was added to the mixture. The resultant solution was stirred for 10 minutes at -78° C. and a solution of dimethylsulfate (38.2 μl) in tetrahydrofuran (0.344 ml) wa... Starting materials: O=C([O-])O, CC1=NN(c2ccc3c(c2)CCC3)C(=O)C1, CCO, Cl, O=N[O-], Nc1cc(F)cc(-c2cccc(C(=O)O)c2)c1O, [Na+], [Na+]. Yields the product CC1=NN(c2ccc3c(c2)CCC3)C(=O)C1=NNc1cc(F)cc(-c2cccc(C(=O)O)c2)c1O. As a reaction SMILES: [C:39](=[O:40])([OH:41])[O-:42].[CH2:23]1[CH2:24][CH2:25][c:26]2[cH:27][c:28]([N:32]3[N:33]=[C:34]([CH3:38])[CH2:35][C:36]3=[O:37])[cH:29][cH:30][c:31]21.[CH3:45][CH2:46][OH:47].[ClH:44].[N:19]([O-:20])=[O:21].[NH2:1][c:2]1[c:3]([OH:18])[c:4](-[c:9]2[cH:10][c:11]([C:15](=[O:16])[OH:17])[cH:12][cH:13][cH:14]2)[cH:5][c:6]([F:8])[cH:7]1.[Na+:22].[Na+:43]>>[NH:1]([c:2]1[c:3]([OH:18])[c:4](-[c:9]2[cH:10][c:11]([C:15](=[O:16])[OH:17])[cH:12][cH:13][cH:14]2)[cH:5][c:6]([F:8])[cH:7]1)[N:19]=[C:35]1[C:34]([CH3:38])=[N:33][N:32]([c:28]2[cH:27][c:26]3[c:31]([cH:30][cH:29]2)[CH2:23][CH2:24][CH2:25]3)[C:36]1=[O:37]. The reactants are N\C(\C1CN(C1)C(C1=CC=CC=C1)C1=CC=CC=C1)=N/OC(=O)[C@@H](CC(=O)OC(C)(C)C)CCCC1CCCCC1 (tert-butyl(3R)-3-[({[(Z)-amino(1-benzhydryl-3-azetidinyl)methylidene]amino}oxy)carbonyl]-6-cyclohexylhexanoate). Run in C1(=CC=CC=C1)C (toluene). Product: C(C1=CC=CC=C1)(C1=CC=CC=C1)N1CC(C1)C1=NOC(=N1)[C@@H](CC(=O)OC(C)(C)C)CCCC1CCCCC1 (tert-butyl(3R)-3-[3-(1-benzhydryl-3-azetidinyl)-1,2,4-oxadiazol-5-yl]-6-cyclohexylhexanoate). The yield is 72.5%. As a reaction SMILES: [NH2:1]/[C:2](=[N:20]\[O:21][C:22]([C@H:24]([CH2:33][CH2:34][CH2:35][CH:36]1[CH2:41][CH2:40][CH2:39][CH2:38][CH2:37]1)[CH2:25][C:26]([O:28][C:29]([CH3:32])([CH3:31])[CH3:30])=[O:27])=O)/[CH:3]1[CH2:6][N:5]([CH:7]([C:14]2[CH:19]=[CH:18][CH:17]=[CH:16][CH:15]=2)[C:8]2[CH:13]=[CH:12][CH:11]=[CH:10][CH:9]=2)[CH2:4]1>C1(C)C=CC=CC=1>[CH:7]([N:5]1[CH2:6][CH:3]([C:2]2[N:1]=[C:22]([C@H:24]([CH2:33][CH2:34][CH2:35][CH:36]3[CH2:41][CH2:40][CH2:39][CH2:38][CH2:37]3)[CH2:25][C:26]([O:28][C:29]([CH3:30])([CH3:32])[CH3:31])=[O:27])[O:21][N:20]=2)[CH2:4]1)([C:8]1[CH:13]=[CH:12][CH:11]=[CH:10][CH:9]=1)[C:14]1[CH:15]=[CH:16][CH:17]=[CH:18][CH:19]=1. Procedure: A solution of tert-butyl(3R)-3-[({[(Z)-amino(1-benzhydryl-3-azetidinyl)methylidene]amino}oxy)carbonyl]-6-cyclohexylhexanoate (preparation 35) (2.85 g, 5.07 mmol) in toluene (90 ml) was heated at 140° C. under Dean and Stark conditions for 18 hours. The reaction mixture was allowed to cool to room temperature. The solvent was removed under reduced pressure. The residue was purified on a silica column eluting with a solvent gradient of cyclohexane:Et2O (90:10) gradually changing to (60:40) to affo... The reactants are CC=1C=C(C(O)=CC1)O (4-methylcatechol), [OH-].[Na+] (sodium hydroxide), S(=O)(=O)(OC)OC (Dimethyl sulfate), [OH-].[Na+] (sodium hydroxide), C1(=CC=CC=C1)C (toluene), [OH-].[Na+] (sodium hydroxide), [OH-].[Na+] (sodium hydroxide). The solvent is O (water), O (water). Yields the product COC=1C=C(C=CC1OC)C (3,4-Dimethoxytoluene). As a reaction SMILES: CC1C=C(O)[C:5](=CC=1)[OH:6].[C:10]1([CH3:16])[CH:15]=[CH:14][CH:13]=[CH:12][CH:11]=1.[OH-].[Na+].S(OC)([O:22][CH3:23])(=O)=O>O>[CH3:5][O:6][C:12]1[CH:11]=[C:10]([CH3:16])[CH:15]=[CH:14][C:13]=1[O:22][CH3:23] |f:2.3|. Procedure: In a 1 L, 3-necked flask was placed 500.0 g of 4-methylcatechol (4.03 mole, 1.0 eq.), 808 mL of toluene (5 mole/L) and 404 mL of water (10 mole/L). The flask was fitted with an overhead mechanical stirrer, thermocouple probe and a dropping funnel. The dropping funnel was charged with 357.1 g of sodium hydroxide (8.86 mole, 2.2 eq.) dissolved in 748 mL of water (11.8 mole/L). Dimethyl sulfate (838 mL, 8.87 mole, 1.1 eq.) was added to the flask. The contents of the flask were stirred well and the ... The reactants are COC(C1=C(C=C(C=C1)[N+](=O)[O-])CBr)=O (2-bromomethyl-4-nitrobenzoic acid methyl ester), C(C)OC(CCCC1=CC=C(C=C1)N)=O (4-(4-aminophenyl)butyric acid ethyl ester), NC1=CC=CC=C1 (aniline). The product is C(C)OC(CCCC1=CC=C(C=C1)N1C(C2=CC=C(C=C2C1)[N+](=O)[O-])=O)=O (4-[4-(5-nitro-1-oxo-1,3-dihydro-isoindol-2-yl)-phenyl]-butyric acid ethyl ester). RXN SMILES: CO[C:3](=[O:15])[C:4]1[CH:9]=[CH:8][C:7]([N+:10]([O-:12])=[O:11])=[CH:6][C:5]=1[CH2:13]Br.[CH2:16]([O:18][C:19](=[O:30])[CH2:20][CH2:21][CH2:22][C:23]1[CH:28]=[CH:27][C:26]([NH2:29])=[CH:25][CH:24]=1)[CH3:17].NC1C=CC=CC=1>>[CH2:16]([O:18][C:19](=[O:30])[CH2:20][CH2:21][CH2:22][C:23]1[CH:24]=[CH:25][C:26]([N:29]2[CH2:13][C:5]3[C:4](=[CH:9][CH:8]=[C:7]([N+:10]([O-:12])=[O:11])[CH:6]=3)[C:3]2=[O:15])=[CH:27][CH:28]=1)[CH3:17]. Procedure details: By using 2-bromomethyl-4-nitrobenzoic acid methyl ester and 4-(4-aminophenyl)butyric acid ethyl ester instead of 2-bromomethyl-6-nitro-benzoic acid methyl ester and aniline used in Example 25, synthesis was performed in the same manner as that of Example 25 to obtain 4-[4-(5-nitro-1-oxo-1,3-dihydro-isoindol-2-yl)-phenyl]-butyric acid ethyl ester. The reactants are CC1CNCCN1C, CS(C)=O, COc1cc(COc2cc(NC(=O)c3cnc(Cl)cn3)[nH]n2)cc(OC)c1. Product: COc1cc(COc2cc(NC(=O)c3cnc(N4CCN(C)C(C)C4)cn3)[nH]n2)cc(OC)c1. Reaction SMILES: [CH3:28][N:29]1[CH:30]([CH3:35])[CH2:31][NH:32][CH2:33][CH2:34]1.[CH3:36][S:37]([CH3:38])=[O:39].[Cl:1][c:2]1[n:3][cH:4][c:5]([C:8](=[O:9])[NH:10][c:11]2[nH:12][n:13][c:14]([O:16][CH2:17][c:18]3[cH:19][c:20]([O:26][CH3:27])[cH:21][c:22]([O:24][CH3:25])[cH:23]3)[cH:15]2)[n:6][cH:7]1>>[c:2]1([N:32]2[CH2:31][CH:30]([CH3:35])[N:29]([CH3:28])[CH2:34][CH2:33]2)[n:3][cH:4][c:5]([C:8](=[O:9])[NH:10][c:11]2[nH:12][n:13][c:14]([O:16][CH2:17][c:18]3[cH:19][c:20]([O:26][CH3:27])[cH:21][c:22]([O:24][CH3:25])[cH:23]3)[cH:15]2)[n:6][cH:7]1.